describe an organic reaction: reactants, conditions, products, and yield From a dataset of the Open Reaction Database (ORD), a public repository of structured organic reaction records. Reactants: CC=1C=C(C=C(C1)C)SC1=C(N=C(N1COCCOC(CCC(=O)[O-])=O)C)C(C)C (Mono-{2-[5-(3,5-dimethylphenylthio)-4-isopropyl-2-methyl-imidazol-1-yl]methoxyethyl}succinate), C([O-])([O-])=O.[K+].[K+] (potassium carbonate), C(C(C)(C)C)(=O)OCI (pivaloyloxymethyl iodide). The solvent is CN(C=O)C (N,N-dimethylformamide). Conditions: time 2 hour. Yields the product C(CCC(=O)OCOC(C(C)(C)C)=O)(=O)OCCOCN1C(=NC(=C1SC1=CC(=CC(=C1)C)C)C(C)C)C (2-[5-(3,5-Dimethylphenylthio)-4-isopropyl-2-methyl-imidazol- 1-ylmethoxy]ethyl 2,2-dimethylpropionyloxymethyl succinate). The yield is 88.0%. Reaction SMILES: [CH3:1][C:2]1[CH:3]=[C:4]([S:9][C:10]2[N:14]([CH2:15][O:16][CH2:17][CH2:18][O:19][C:20](=[O:26])[CH2:21][CH2:22][C:23]([O-:25])=[O:24])[C:13]([CH3:27])=[N:12][C:11]=2[CH:28]([CH3:30])[CH3:29])[CH:5]=[C:6]([CH3:8])[CH:7]=1.C(=O)([O-])[O-].[K+].[K+].[C:37]([O:43][CH2:44]I)(=[O:42])[C:38]([CH3:41])([CH3:40])[CH3:39]>CN(C)C=O>[C:20]([O:19][CH2:18][CH2:17][O:16][CH2:15][N:14]1[C:10]([S:9][C:4]2[CH:5]=[C:6]([CH3:8])[CH:7]=[C:2]([CH3:1])[CH:3]=2)=[C:11]([CH:28]([CH3:30])[CH3:29])[N:12]=[C:13]1[CH3:27])(=[O:26])[CH2:21][CH2:22][C:23]([O:25][CH2:44][O:43][C:37](=[O:42])[C:38]([CH3:41])([CH3:40])[CH3:39])=[O:24] |f:1.2.3|. Reported procedure: To a suspension of the compound 68 (100 mg, 0.230 mmol) and potassium carbonate (48.0 mg, 0.345 mmol) in N,N-dimethylformamide (1 mL) was added pivaloyloxymethyl iodide (61 mg, 0.252 mmol), and stirred at room temperature for 2 hours. The reaction mixture was partitioned between ice-water and ethyl acetate - hexane (1:1)). The organic layer was separated, dried over sodium sulfate, and concentrated under reduced pressure. The residue was purified by chromatography on a silica gel column (eluate:... Reactants: intermediate 2, C1(=CC=CC=C1)C(O)C1=CC=C2C=CC=NC2=C1 (α-phenyl-7-quinolinemethanol), S(=O)(Cl)Cl (thionyl chloride). Solvent: ClCCl (dichloromethane). Reaction conditions: time 4 hour. The product is ClC(C1=CC=C2C=CC=NC2=C1)C1=CC=CC=C1 (7-(chlorophenylmethyl)quinoline). The yield is 98.5%. Reaction SMILES: [C:1]1([CH:7]([C:9]2[CH:18]=[C:17]3[C:12]([CH:13]=[CH:14][CH:15]=[N:16]3)=[CH:11][CH:10]=2)O)[CH:6]=[CH:5][CH:4]=[CH:3][CH:2]=1.S(Cl)([Cl:21])=O>ClCCl>[Cl:21][CH:7]([C:1]1[CH:6]=[CH:5][CH:4]=[CH:3][CH:2]=1)[C:9]1[CH:18]=[C:17]2[C:12]([CH:13]=[CH:14][CH:15]=[N:16]2)=[CH:11][CH:10]=1. Procedure: A mixture of 3.2 parts of intermediate 2, namely α-phenyl-7-quinolinemethanol, 8 parts of thionyl chloride and 65 parts of dichloromethane was stirred for 4 hours at room temperature. The reaction mixture was evaporated and the residue was poured into water. The product was extracted with dichloromethane (3×39 parts) and the combined extracts were dried, filtered and evaporated, yielding 3.4 parts (98.5%) of 7-(chlorophenylmethyl)quinoline (interm. 23). Starting materials: COC(=O)C(C)(C)C(c1cccc(F)c1)c1ccc(Br)s1, CO, CS(C)=O, [K+], [OH-]. Product: CC(C)(C(=O)O)C(c1cccc(F)c1)c1ccc(Br)s1. As a reaction SMILES: [CH3:1][O:2][C:3]([C:4]([CH:5]([c:6]1[cH:7][c:8]([F:12])[cH:9][cH:10][cH:11]1)[c:13]1[s:14][c:15]([Br:18])[cH:16][cH:17]1)([CH3:19])[CH3:20])=[O:21].[CH3:24][OH:25].[CH3:26][S:27]([CH3:28])=[O:29].[K+:23].[OH-:22]>>[O:2]=[C:3]([C:4]([CH:5]([c:6]1[cH:7][c:8]([F:12])[cH:9][cH:10][cH:11]1)[c:13]1[s:14][c:15]([Br:18])[cH:16][cH:17]1)([CH3:19])[CH3:20])[OH:21]. Reactants: BrC=1N(C=C(N1)[N+](=O)[O-])C[C@@](CN1CCN(CC1)C(=O)OCC=CC1=CC=C(C=C1)C(F)(F)F)(C)O (3-(4-Trifluoromethylphenyl)-2-propenyl (S)-4-[3-(2-bromo-4-nitroimidazol-1-yl)-2-hydroxy-2-methylpropyl]piperazine-1-carboxylate), C(C)(=O)OCC (ethyl acetate), O (water), [H-].[Na+] (sodium hydride). Solvent: CN(C)C=O (N,N′-dimethylformamide). Run at time 1.5 hour. The product is C[C@@]1(CN2C(O1)=NC(=C2)[N+](=O)[O-])CN2CCN(CC2)C(=O)OCC=CC2=CC=C(C=C2)C(F)(F)F (3-(4-trifluoromethylphenyl)-2-propenyl (S)-4-(2-methyl-6-nitro-2,3-dihydroimidazo[2,1-b]oxazol-2-ylmethyl)piperazine-1-carboxylate). Yield: 68.8%. As a reaction SMILES: Br[C:2]1[N:3]([CH2:10][C@:11]([OH:36])([CH3:35])[CH2:12][N:13]2[CH2:18][CH2:17][N:16]([C:19]([O:21][CH2:22][CH:23]=[CH:24][C:25]3[CH:30]=[CH:29][C:28]([C:31]([F:34])([F:33])[F:32])=[CH:27][CH:26]=3)=[O:20])[CH2:15][CH2:14]2)[CH:4]=[C:5]([N+:7]([O-:9])=[O:8])[N:6]=1.[H-].[Na+].C(OCC)(=O)C.O>CN(C=O)C>[CH3:35][C@@:11]1([CH2:12][N:13]2[CH2:18][CH2:17][N:16]([C:19]([O:21][CH2:22][CH:23]=[CH:24][C:25]3[CH:30]=[CH:29][C:28]([C:31]([F:34])([F:33])[F:32])=[CH:27][CH:26]=3)=[O:20])[CH2:15][CH2:14]2)[O:36][C:2]2=[N:6][C:5]([N+:7]([O-:9])=[O:8])=[CH:4][N:3]2[CH2:10]1 |f:1.2|. Reported procedure: 3-(4-Trifluoromethylphenyl)-2-propenyl (S)-4-[3-(2-bromo-4-nitroimidazol-1-yl)-2-hydroxy-2-methylpropyl]piperazine-1-carboxylate (3.5 g, 6.07 mmol) was dissolved in N,N′-dimethylformamide (10.5 ml), and sodium hydride (316 mg, 7.89 mmol) was added while cooling on ice followed by stirring at the same temperature for 1.5 hours. To the reaction solution, ethyl acetate (3.5 ml) and water (24.5 ml) were added followed by stirring for 30 minutes. The precipitated crystals were filtered off, washed wi... Reactants: CC(C)=CCCC(C)C1CCC2C3CCC4=CC(=O)CCC4(C)C3CCC12C, Cl, NO, c1ccncc1. Yields the product CC(C)=CCCC(C)C1CCC2C3CCC4=CC(=NO)CCC4(C)C3CCC12C. As a reaction SMILES: [CH3:1][C:2]([CH3:3])=[CH:4][CH2:5][CH2:6][CH:7]([CH3:8])[CH:9]1[CH2:10][CH2:11][CH:12]2[CH:13]3[CH2:14][CH2:15][C:16]4=[CH:17][C:18](=[O:28])[CH2:19][CH2:20][C:21]4([CH3:22])[CH:23]3[CH2:24][CH2:25][C:26]12[CH3:27].[ClH:29].[NH2:30][OH:31].[cH:32]1[cH:33][cH:34][n:35][cH:36][cH:37]1>>[CH3:1][C:2]([CH3:3])=[CH:4][CH2:5][CH2:6][CH:7]([CH3:8])[CH:9]1[CH2:10][CH2:11][CH:12]2[CH:13]3[CH2:14][CH2:15][C:16]4=[CH:17][C:18](=[N:30][OH:31])[CH2:19][CH2:20][C:21]4([CH3:22])[CH:23]3[CH2:24][CH2:25][C:26]12[CH3:27].